From a dataset of the Open Reaction Database (ORD), a public repository of structured organic reaction records. describe an organic reaction: reactants, conditions, products, and yield Reactants: C(C)C(C(=O)Cl)CCCC (2-ethylhexanoyl chloride), methylisobutyl ketone peroxide, [Na+].[Cl-] (NaCl), O (water), O (water), [OH-].[K+] (KOH). Isolated yield 80.0%. Yields the product C(C)C(C(=O)OOC(C)(CC(C)C)OOC(C(CCCC)CC)=O)CCCC (2,2-bis(2-Ethylhexanoylperoxy)4-methyl Pentane). Reported procedure: Into a 200 ml beaker were charged 12 g of methylisobutyl ketone peroxide in water (containing 0.0533 mole T4 and 0.0008 mole T3), 25 g of petroleum ether (boiling range 40-60° C.), 12.5 g of NaCl-25%, and 10 g of demi-water. The pH was adjusted with KOH-45% to 13.5 at a temperature of 5-8° C. Then 19.1 g (0.117 mole; 2.2 eq.) of 2-ethylhexanoyl chloride were dosed in 25 minutes simultaneously with the lye, with the pH kept at >13.5. The mixture was stirred for another 90 minutes at 2-4° C. After... Run in petroleum ether. As a reaction SMILES: [Na+].[Cl-].[OH-:3].[K+].[CH2:5]([CH:7]([CH2:11][CH2:12][CH2:13][CH3:14])[C:8](Cl)=[O:9])[CH3:6].[OH2:15]>>[CH2:5]([CH:7]([CH2:11][CH2:12][CH2:13][CH3:14])[C:8]([O:3][O:15][C:12]([O:15][O:3][C:8](=[O:9])[CH:7]([CH2:5][CH3:6])[CH2:11][CH2:12][CH2:13][CH3:14])([CH2:11][CH:7]([CH3:8])[CH3:5])[CH3:13])=[O:9])[CH3:6] |f:0.1,2.3|. Conditions: temperature 3 celsius, time 90 minute. Reactants: CC(=O)O, CCO, O=Cc1c(Cl)cccc1Cl, I, N=C(NN)NCc1ccco1, [Na+], [OH-], O. Yields the product N=C(NCc1ccco1)NN=Cc1c(Cl)cccc1Cl. As a reaction SMILES: [CH3:23][C:24](=[O:25])[OH:26].[CH3:29][CH2:30][OH:31].[Cl:1][c:2]1[c:3]([CH:4]=[O:5])[c:6]([Cl:10])[cH:7][cH:8][cH:9]1.[IH:11].[NH2:12][NH:13][C:14](=[NH:15])[NH:16][CH2:17][c:18]1[cH:19][cH:20][cH:21][o:22]1.[Na+:28].[OH-:27].[OH2:32]>>[Cl:1][c:2]1[c:3]([CH:4]=[N:12][NH:13][C:14](=[NH:15])[NH:16][CH2:17][c:18]2[cH:19][cH:20][cH:21][o:22]2)[c:6]([Cl:10])[cH:7][cH:8][cH:9]1. Reactants: CC(C)([O-])C.[K+] (potassium tertbutoxide), FC1(CC(CC1)C1=CNC2=CC=CC=C12)F (3-(3,3-difluoro-cyclopentyl)-1H-indole), COC(C1=CC=C(C=C1)S(=O)(=O)Cl)=O (4-Chlorosulfonyl-benzoic acid methyl ester). Run in O1CCOCC1 (dioxane). Conditions: time 5 minute. The product is COC(C1=CC=C(C=C1)S(=O)(=O)N1C=C(C2=CC=CC=C12)C1CC(CC1)(F)F)=O (4-[3-(3,3-Difluoro-cyclopentyl)-indole-1-sulfonyl]-benzoic acid methyl ester). Yield: 223.5%. Reaction SMILES: CC(C)([O-])C.[K+].[F:7][C:8]1([F:22])[CH2:12][CH2:11][CH:10]([C:13]2[C:21]3[C:16](=[CH:17][CH:18]=[CH:19][CH:20]=3)[NH:15][CH:14]=2)[CH2:9]1.[CH3:23][O:24][C:25](=[O:36])[C:26]1[CH:31]=[CH:30][C:29]([S:32](Cl)(=[O:34])=[O:33])=[CH:28][CH:27]=1>O1CCOCC1>[CH3:23][O:24][C:25](=[O:36])[C:26]1[CH:27]=[CH:28][C:29]([S:32]([N:15]2[C:16]3[C:21](=[CH:20][CH:19]=[CH:18][CH:17]=3)[C:13]([CH:10]3[CH2:11][CH2:12][C:8]([F:7])([F:22])[CH2:9]3)=[CH:14]2)(=[O:33])=[O:34])=[CH:30][CH:31]=1 |f:0.1|. Procedure details: Add potassium tertbutoxide (368 mg, 3.28 mmol, 1.1 eq) to a 3 ml dioxane solution of 3-(3,3-difluoro-cyclopentyl)-1H-indole (660 mg, 2.98 mmol, 1.0 eq) under N2. Stir solution for 5 minutes. Add 4-Chlorosulfonyl-benzoic acid methyl ester 117 mg, 0.497 mmol, 1.1 eq). Stir reaction for 4 hours at room temperature. Strip reaction of solvent and purify by silica gel chromatography to give 4-[3-(3,3-Difluoro-cyclopentyl)-indole-1-sulfonyl]-benzoic acid methyl ester (466 mg, 37% yield). The reactants are NC=1C=C(OC2=C3C(=NC=C2)NC(N3)=O)C=CC1 (7-(3-aminophenoxy)-1H-imidazo[4,5-b]pyridin-2(3H)-one), ClC=1C=C(C(=O)Cl)C=CN1 (2-chloroisonicotinoyl chloride). Product: ClC=1C=C(C(=O)NC2=CC(=CC=C2)OC2=C3C(=NC=C2)NC(N3)=O)C=CN1 (2-Chloro-N-(3-(2-oxo-2,3-dihydro-1H-imidazo[4,5-b]pyridin-7-yloxy)phenyl) isonicotinamide). Yield: 49.0%. RXN SMILES: [NH2:1][C:2]1[CH:3]=[C:4]([CH:16]=[CH:17][CH:18]=1)[O:5][C:6]1[CH:11]=[CH:10][N:9]=[C:8]2[NH:12][C:13](=[O:15])[NH:14][C:7]=12.[Cl:19][C:20]1[CH:21]=[C:22]([CH:26]=[CH:27][N:28]=1)[C:23](Cl)=[O:24]>>[Cl:19][C:20]1[CH:21]=[C:22]([CH:26]=[CH:27][N:28]=1)[C:23]([NH:1][C:2]1[CH:18]=[CH:17][CH:16]=[C:4]([O:5][C:6]2[CH:11]=[CH:10][N:9]=[C:8]3[NH:12][C:13](=[O:15])[NH:14][C:7]=23)[CH:3]=1)=[O:24]. Procedure details: Method H was used with 7-(3-aminophenoxy)-1H-imidazo[4,5-b]pyridin-2(3H)-one and 2-chloroisonicotinoyl chloride to afford the title compound (39 mg, 49%). 1H-NMR (δ, ppm, DMSO-d6): 6.50 (d, 1H, HPy,5, J=6.0 Hz), 6.96 (d, 1H, Harom, J=8.0 Hz), 7.45 (t, 1H, Harom, J=8.0 Hz), 7.59 (t, 1H, Harom, J=2.0 Hz), 7.64 (d, 1H, Harom, J=8.0 Hz), 7.82 (d, 1H, HPy,6, J=6.0 Hz), 7.85 (d, 1H, Harom, J=5.0 Hz), 7.97 (s, 1H, Harom), 7.61 (d, 1H, Harom, J=5.0 Hz), 10.66 (s, 1H, NHamide), 11.21 (s, 1H, NHPy3), 11.4... Reactants: C(C1=CC=CC=C1)[C@H]1N(CC[C@@H](C1)N(C(C(F)(F)F)=O)CC1=CC=NC2=CC=CC=C12)C([C@H](N)CC1=CC=CC=C1)=O ((2R*,4S*)-2-benzyl-1-((R)-phenylalanyl)-N-(4-quinolylmethyl)-N-trifluoroacetyl-4-piperidinamine), C(C)(=O)OC(C)=O (acetic anhydride). Product: C(C1=CC=CC=C1)[C@H]1N(CC[C@@H](C1)N(C(C(F)(F)F)=O)CC1=CC=NC2=CC=CC=C12)C([C@H](NC(C)=O)CC1=CC=CC=C1)=O ((2R*,4S*)-2-Benzyl-1-((R)-N-acetyl-phenylalanyl)N-(4-quinolylmethyl)-N-trifluoroacetyl-4-piperidinamine). Reaction SMILES: [CH2:1]([C@@H:8]1[CH2:13][C@@H:12]([N:14]([CH2:21][C:22]2[C:31]3[C:26](=[CH:27][CH:28]=[CH:29][CH:30]=3)[N:25]=[CH:24][CH:23]=2)[C:15](=[O:20])[C:16]([F:19])([F:18])[F:17])[CH2:11][CH2:10][N:9]1[C:32](=[O:42])[C@@H:33]([CH2:35][C:36]1[CH:41]=[CH:40][CH:39]=[CH:38][CH:37]=1)[NH2:34])[C:2]1[CH:7]=[CH:6][CH:5]=[CH:4][CH:3]=1.[C:43](OC(=O)C)(=[O:45])[CH3:44]>>[CH2:1]([C@@H:8]1[CH2:13][C@@H:12]([N:14]([CH2:21][C:22]2[C:31]3[C:26](=[CH:27][CH:28]=[CH:29][CH:30]=3)[N:25]=[CH:24][CH:23]=2)[C:15](=[O:20])[C:16]([F:19])([F:17])[F:18])[CH2:11][CH2:10][N:9]1[C:32](=[O:42])[C@@H:33]([CH2:35][C:36]1[CH:41]=[CH:40][CH:39]=[CH:38][CH:37]=1)[NH:34][C:43](=[O:45])[CH3:44])[C:2]1[CH:7]=[CH:6][CH:5]=[CH:4][CH:3]=1. Reported procedure: 200 mg 0.348 mmol) of the mixture of (2R*,4S*)-2-benzyl-1-((R)-phenylalanyl)-N-(4-quinolylmethyl)-N-trifluoroacetyl-4-piperidinamine diastereomers are reacted with 39 μl (0.417 mmol) of acetic anhydride in analogy to Example 31. The title compound is obtained as mixture of diastereomers (white foam). TLC: methylene chloride/methanol/conc. ammonia (1000:50:1) Rf =0.28, FD-MS: M+ =616. Run at time 60 hour. Starting materials: C(C)OC(CC(C)=O)=O (3-oxo-butyric acid ethyl ester), BrBr (bromine), BrBr (bromine), O=O (oxygen). The solvent is C(Cl)(Cl)Cl (chloroform). The yield is 76.7%. Procedure: To a solution of 3-oxo-butyric acid ethyl ester (10.0 g, 78 mmol) in 100 mL of chloroform was added bromine (2.02 mL, 78 mmol) dropwise. The solution was stirred at room temperature for 60 hours without capping the flask (extended stirring at room temperature in an open system with oxygen flow facilitated the bromine migration from C-2 to C-4). The reaction mixture was partitioned between chloroform and water and the organic phase was dried over sodium sulfate. The organic solution was concentra... Reaction SMILES: [CH2:1]([O:3][C:4](=[O:9])[CH2:5][C:6](=[O:8])[CH3:7])[CH3:2].[Br:10]Br.O=O>C(Cl)(Cl)Cl>[CH2:1]([O:3][C:4](=[O:9])[CH2:5][C:6](=[O:8])[CH2:7][Br:10])[CH3:2]. Product: C(C)OC(CC(CBr)=O)=O (4-bromo-3-oxo-butyric acid ethyl ester). Reactants: ClC=1C=C(N)C=C(C1Cl)Cl (3,4,5-Trichloroaniline), COC(=O)C#CC(=O)OC (dimethylacetylene dicarboxylate). The solvent is CO (methanol), CCCCCC (hexane). Run at temperature 240 celsius. Yields the product ClC1=C2C(C=C(NC2=CC(=C1Cl)Cl)C(=O)OC)=O (methyl 5,6,7-trichloro-4-oxo-1,4-dihydroquinoline-2-carboxylate). The yield is 32.4%. RXN SMILES: [Cl:1][C:2]1[CH:3]=[C:4]([CH:6]=[C:7]([Cl:10])[C:8]=1[Cl:9])[NH2:5].[CH3:11][O:12][C:13]([C:15]#[C:16][C:17](OC)=[O:18])=[O:14]>CO.CCCCCC>[Cl:1][C:2]1[C:8]([Cl:9])=[C:7]([Cl:10])[CH:6]=[C:4]2[C:3]=1[C:17](=[O:18])[CH:16]=[C:15]([C:13]([O:12][CH3:11])=[O:14])[NH:5]2. Procedure details: 3,4,5-Trichloroaniline (25 g, 0.127 mol) and dimethylacetylene dicarboxylate (10.9 ml, 0.12 mol) were dissolved in dry methanol (300 ml) at 0° C. then heated at reflux for 14 h. The mixture was allowed to cool, then diluted with hexane (200 ml) and the yellow solid which precipated was collected by filtration and heated in diphenyl ether (200 ml) at 240° C. for 10 minutes. The reaction mixture was allowed to cool to room temperature and diluted with hexane. The solid which deposited was collecte...